This data is from the Open Reaction Database (ORD), a public repository of structured organic reaction records. The task is: describe an organic reaction: reactants, conditions, products, and yield Reactants: Cl (hydrochloric acid), C(C)(=O)O (acetic acid), C(C)(C)(C)NC1=C(C=C(C(=N1)N1C=C(C(C2=CC(=C(C(=C12)Cl)F)F)=O)C(=O)OCC)F)F (ethyl 1-[6-(t-butylamino)-3,5-difluoropyridin-2-yl]-8-chloro-6,7-difluoro-4-oxo-1,4-dihydroquinoline-3-carboxylate). Run in O (water). The product is NC1=C(C=C(C(=N1)N1C=C(C(C2=CC(=C(C(=C12)Cl)F)F)=O)C(=O)O)F)F (1-(6-amino-3,5-difluoropyridin-2-yl)-8-chloro-6,7-difluoro-4-oxo-1,4-dihydroquinoline-3-carboxylic acid). Isolated yield 98.6%. RXN SMILES: Cl.C(O)(=O)C.C([NH:10][C:11]1[N:16]=[C:15]([N:17]2[C:26]3[C:21](=[CH:22][C:23]([F:29])=[C:24]([F:28])[C:25]=3[Cl:27])[C:20](=[O:30])[C:19]([C:31]([O:33]CC)=[O:32])=[CH:18]2)[C:14]([F:36])=[CH:13][C:12]=1[F:37])(C)(C)C>O>[NH2:10][C:11]1[N:16]=[C:15]([N:17]2[C:26]3[C:21](=[CH:22][C:23]([F:29])=[C:24]([F:28])[C:25]=3[Cl:27])[C:20](=[O:30])[C:19]([C:31]([OH:33])=[O:32])=[CH:18]2)[C:14]([F:36])=[CH:13][C:12]=1[F:37]. Procedure details: To a mixed solution of 10 ml of 4N hydrochloric acid and 10 ml of acetic acid was added 4.10 g of ethyl 1-[6-(t-butylamino)-3,5-difluoropyridin-2-yl]-8-chloro-6,7-difluoro-4-oxo-1,4-dihydroquinoline-3-carboxylate, and the mixture was stirred under reflux condition for 5 hours. After adding 20 ml of distilled water, the solution was allowed to cool. The precipitate was collected by filtration, and washed with ethanol and diisopropylether successively to obtain 3.32 g of the title compound as a co... The reactants are CC1=CC=C(OC(C)C2=NN=C(S2)N)C=C1 (5-[1-(4-methylphenoxy)ethyl]-2-amino-1,3,4-thiadiazole), C(=O)(Cl)Cl (phosgene), C(=O)(Cl)Cl (phosgene), C(=O)(Cl)Cl (phosgene). Solvent: C(C)OC(C)=O (ethylacetate), C(C)OC(C)=O (ethylacetate). Conditions: time 8 hour. Yields the product CC1=CC=C(OC(C)C2=NN=C(S2)N=C=O)C=C1 (5-[1-(4-methylphenoxy)ethyl]-1,3,4-thiadiazol-2-yl isocyanate). Reaction SMILES: [C:1](Cl)(Cl)=[O:2].[CH3:5][C:6]1[CH:20]=[CH:19][C:9]([O:10][CH:11]([C:13]2[S:17][C:16]([NH2:18])=[N:15][N:14]=2)[CH3:12])=[CH:8][CH:7]=1>C(OC(=O)C)C>[CH3:5][C:6]1[CH:7]=[CH:8][C:9]([O:10][CH:11]([C:13]2[S:17][C:16]([N:18]=[C:1]=[O:2])=[N:15][N:14]=2)[CH3:12])=[CH:19][CH:20]=1. Procedure details: A 500 milliliter, 3-neck flask equipped with a magnetic stirrer, thermometer, dry ice condenser/drying tube and inlet from a phosgene (COCl2) tank via a calibrated rotometer was charged with 50 milliliters of ethylacetate which was saturated with phosgene at 20° C. (approximately 0.5 mole of phosgene) and cooled in an ice bath. An additional 50 milliliters of ethylacetate was added and then 4.8 grams of 5-[1-(4-methylphenoxy)ethyl]-2-amino-1,3,4-thiadiazole (prepared above) was added, the soluti... As a reaction SMILES: [H-].C([Al+]CC(C)C)C(C)C.[O:11]([CH2:18][CH2:19][N:20]1[CH2:25][CH2:24][CH2:23][CH:22]([C:26](OCC)=[O:27])[CH2:21]1)[C:12]1[CH:17]=[CH:16][CH:15]=[CH:14][CH:13]=1>C1COCC1>[O:11]([CH2:18][CH2:19][N:20]1[CH2:25][CH2:24][CH2:23][CH:22]([CH:26]=[O:27])[CH2:21]1)[C:12]1[CH:13]=[CH:14][CH:15]=[CH:16][CH:17]=1 |f:0.1|. Reported procedure: Di-isobutylaluminium hydride (13.2 ml of 1.5M solution in toluene) was added to a mixture of ethyl N-(2-phenoxyethyl)piperidine-3-carboxylate (5.0 g) in dry THF (50 ml) at 0° C. under nitrogen with stirring. The mixture was quenched with water (5 ml) and then treated with saturated Rochelles salt solution. The mixture was stirred at room temperature for 30 minutes and then filtered. The filtrate was separated and the organic layer was washed, dried and evaporated to give N-(2-phenoxyethyl)piperi... Reactants: [H-].C(C(C)C)[Al+]CC(C)C (Di-isobutylaluminium hydride), O(C1=CC=CC=C1)CCN1CC(CCC1)C(=O)OCC (ethyl N-(2-phenoxyethyl)piperidine-3-carboxylate). Solvent: C1CCOC1 (THF). Yields the product O(C1=CC=CC=C1)CCN1CC(CCC1)C=O (N-(2-phenoxyethyl)piperidine-3-carbaldehyde).